From a dataset of the Open Reaction Database (ORD), a public repository of structured organic reaction records. describe an organic reaction: reactants, conditions, products, and yield Starting materials: C1(CC1)C(=O)NC=1C=CC=C2CN(C(C12)=O)C(CC(=O)O)C1=CC(=C(C=C1)OC(F)F)OCC (3-[7-(cyclopropanecarbonyl-amino)-1-oxo-1,3-dihydro-isoindol-2-yl]-3-(4-difluoromethoxy-3-ethoxy-phenyl)-propionic acid), C1=CN(C=N1)C(=O)N2C=CN=C2 (CDI), CNC (dimethylamine). Run in C1CCOC1 (THF). Product: FC(OC1=C(C=C(C=C1)C(CC(N(C)C)=O)N1CC2=CC=CC(=C2C1=O)NC(=O)C1CC1)OCC)F (cyclopropanecarboxylic acid {2-[1-(4-difluoromethoxy-3-ethoxy-phenyl)-2-dimethylcarbamoyl-ethyl]-3-oxo-2,3-dihydro-1H-isoindol-4-yl}-amide). The yield is 46.9%. RXN SMILES: [CH:1]1([C:4]([NH:6][C:7]2[CH:8]=[CH:9][CH:10]=[C:11]3[C:15]=2[C:14](=[O:16])[N:13]([CH:17]([C:22]2[CH:27]=[CH:26][C:25]([O:28][CH:29]([F:31])[F:30])=[C:24]([O:32][CH2:33][CH3:34])[CH:23]=2)[CH2:18][C:19]([OH:21])=O)[CH2:12]3)=[O:5])[CH2:3][CH2:2]1.C1N=[CH:38][N:37](C(N2C=NC=C2)=O)[CH:36]=1.CNC>C1COCC1>[F:30][CH:29]([F:31])[O:28][C:25]1[CH:26]=[CH:27][C:22]([CH:17]([N:13]2[C:14](=[O:16])[C:15]3[C:11](=[CH:10][CH:9]=[CH:8][C:7]=3[NH:6][C:4]([CH:1]3[CH2:2][CH2:3]3)=[O:5])[CH2:12]2)[CH2:18][C:19](=[O:21])[N:37]([CH3:38])[CH3:36])=[CH:23][C:24]=1[O:32][CH2:33][CH3:34]. Procedure: Cyclopropanecarboxylic acid {2-[1-(4-difluoromethoxy-3-ethoxy-phenyl)-2-dimethylcarbamoyl-ethyl]-3-oxo-2,3-dihydro-1H-isoindol-4-yl}-amide was prepared by the procedure of example 13 from 3-[7-(cyclopropanecarbonyl-amino)-1-oxo-1,3-dihydro-isoindol-2-yl]-3-(4-difluoromethoxy-3-ethoxy-phenyl)-propionic acid (0.8 g, 1.7 mmol), CDI (0.41 g, 2.5 mmol) and dimethylamine (1.7 ml, 3.4 mmol) in THF (30 ml) to give cyclopropanecarboxylic acid {2-[1-(4-difluoromethoxy-3-ethoxy-phenyl)-2-dimethylcarbamoyl-...